This data is from the Open Reaction Database (ORD), a public repository of structured organic reaction records. The task is: describe an organic reaction: reactants, conditions, products, and yield The reactants are solution, S(=O)(Cl)Cl (thionyl chloride), C([O-])(O)=O.[Na+] (sodium bicarbonate), OCC=1C=C(OCC2=NC3=CC=CC=C3C=C2)C=CC1 (2-(3-hydroxymethylphenoxy)methylquinoline). Reagents/catalysts: CN(C=O)C (dimethylformamide). The solvent is C(Cl)Cl (methylene chloride), C(Cl)Cl (methylene chloride). Reaction conditions: time 5 hour. Product: ClCC=1C=C(OCC2=NC3=CC=CC=C3C=C2)C=CC1 (2-(3chloromethylphenoxy)methylquinoline). Reaction SMILES: O[CH2:2][C:3]1[CH:4]=[C:5]([CH:18]=[CH:19][CH:20]=1)[O:6][CH2:7][C:8]1[CH:17]=[CH:16][C:15]2[C:10](=[CH:11][CH:12]=[CH:13][CH:14]=2)[N:9]=1.S(Cl)([Cl:23])=O.C(=O)(O)[O-].[Na+]>C(Cl)Cl.CN(C)C=O>[Cl:23][CH2:2][C:3]1[CH:4]=[C:5]([CH:18]=[CH:19][CH:20]=1)[O:6][CH2:7][C:8]1[CH:17]=[CH:16][C:15]2[C:10](=[CH:11][CH:12]=[CH:13][CH:14]=2)[N:9]=1 |f:2.3|. Procedure details: 25.6g (93.5 mmoles) of 2-(3-hydroxymethylphenoxy)methylquinoline is dissolved in 30 ml of methylene chloride and 3 drops of dimethylformamide is added. 60.7 ml of a 2.0M solution of thionyl chloride in methylene chloride is then added dropwise at 0° C. The mixture is allowed to warm to room temperature and stirred for 5 hours. The solution is worked with sodium bicarbonate solution, dried, concentrated in vacuo and the crude product purified by silica gel HPLC to yield 12.1 g 2-(3chloromethylphe... Reactants: BrC1=CC=C(C=C1)C(=O)C1=C(C=C(C=C1)O)SC ((4-bromo-phenyl)-(4-hydroxy-2-methylsulphanyl-phenyl)-methanone), C(=O)([O-])[O-].[K+].[K+] (K2CO3), BrCCCCCCBr (1,6-dibromohexane). Run in CC(=O)C (acetone). The product is BrCCCCCCOC1=CC(=C(C=C1)C(=O)C1=CC=C(C=C1)Br)SC ([4-[6-(bromo)-hexyloxy]-2-methylsulphanyl-phenyl]-(4-bromo-phenyl)-methanone). RXN SMILES: [Br:1][C:2]1[CH:7]=[CH:6][C:5]([C:8]([C:10]2[CH:15]=[CH:14][C:13]([OH:16])=[CH:12][C:11]=2[S:17][CH3:18])=[O:9])=[CH:4][CH:3]=1.C([O-])([O-])=O.[K+].[K+].[Br:25][CH2:26][CH2:27][CH2:28][CH2:29][CH2:30][CH2:31]Br>CC(C)=O>[Br:25][CH2:26][CH2:27][CH2:28][CH2:29][CH2:30][CH2:31][O:16][C:13]1[CH:14]=[CH:15][C:10]([C:8]([C:5]2[CH:6]=[CH:7][C:2]([Br:1])=[CH:3][CH:4]=2)=[O:9])=[C:11]([S:17][CH3:18])[CH:12]=1 |f:1.2.3|. Procedure details: 450 mg of (4-bromo-phenyl)-(4-hydroxy-2-methylsulphanyl-phenyl)-methanone are taken up in 7 ml of acetone and treated with 1.24 g of K2CO3 and 530 μl of 1,6-dibromohexane. The suspension is heated under reflux overnight, cooled, filtered and concentrated. After removing the excess 1,6-dibromohexane there are obtained 710 mg of [4-[6-(bromo)-hexyloxy]-2-methylsulphanyl-phenyl]-(4-bromo-phenyl)-methanone as a brown oil. Reactants: COC(=O)CCC#CCCC(=O)O, ClCCl, O=C(OC(=O)C(F)(F)F)C(F)(F)F, [Na+], [OH-], c1ccoc1. Product: COC(=O)CCC#CCCC(=O)c1ccco1. RXN SMILES: [CH3:1][O:2][C:3](=[O:4])[CH2:5][CH2:6][C:7]#[C:8][CH2:9][CH2:10][C:11](=[O:12])[OH:13].[Cl:34][CH2:35][Cl:36].[F:19][C:20]([F:21])([F:22])[C:23]([O:24][C:25](=[O:26])[C:27]([F:28])([F:29])[F:30])=[O:31].[Na+:33].[OH-:32].[cH:14]1[cH:15][cH:16][o:17][cH:18]1>>[CH3:1][O:2][C:3](=[O:4])[CH2:5][CH2:6][C:7]#[C:8][CH2:9][CH2:10][C:11](=[O:13])[c:16]1[cH:15][cH:14][cH:18][o:17]1. Reactants: Cc1c2c(nc3ccccc13)CCNCC2, N#CO[K], O. Yields the product Cc1c2c(nc3ccccc13)CCN(C(N)=O)CC2. Reaction SMILES: [CH3:1][c:2]1[c:3]2[c:4]([n:5][c:6]3[cH:7][cH:8][cH:9][cH:10][c:11]13)[CH2:12][CH2:13][NH:14][CH2:15][CH2:16]2.[K:17][O:18][C:19]#[N:20].[OH2:21]>>[CH3:1][c:2]1[c:3]2[c:4]([n:5][c:6]3[cH:7][cH:8][cH:9][cH:10][c:11]13)[CH2:12][CH2:13][N:14]([C:19](=[O:18])[NH2:20])[CH2:15][CH2:16]2. Starting materials: O=C(O)c1ccc(C(=O)c2ccccc2)o1, CCOC(=O)C=Cc1cccc(N)c1, CCN(C(C)C)C(C)C, CN(C)C=O. Product: CCOC(=O)C=Cc1cccc(NC(=O)c2ccc(C(=O)c3ccccc3)o2)c1. RXN SMILES: [C:1]([c:2]1[cH:3][cH:4][cH:5][cH:6][cH:7]1)(=[O:8])[c:9]1[cH:10][cH:11][c:12]([C:14](=[O:15])[OH:16])[o:13]1.[CH2:17]([CH3:18])[O:19][C:20]([CH:21]=[CH:22][c:23]1[cH:24][c:25]([NH2:29])[cH:26][cH:27][cH:28]1)=[O:30].[CH:31]([N:32]([CH2:33][CH3:34])[CH:35]([CH3:36])[CH3:37])([CH3:38])[CH3:39].[O:40]=[CH:41][N:42]([CH3:43])[CH3:44]>>[C:1]([c:2]1[cH:3][cH:4][cH:5][cH:6][cH:7]1)(=[O:8])[c:9]1[cH:10][cH:11][c:12]([C:14](=[O:16])[NH:29][c:25]2[cH:24][c:23]([CH:22]=[CH:21][C:20]([O:19][CH2:17][CH3:18])=[O:30])[cH:28][cH:27][cH:26]2)[o:13]1. Starting materials: CN1CCNCC1 (N-methylpiperazine), CC(C)([O-])C.[Na+] (sodium tert-butoxide), C(C)(C)(C)P(C(C)(C)C)C(C)(C)C (tri-tert-butylphosphine), BrC1=CC(=C(C=C1)C=1NC(C2=C(N1)N(N=C2C2CCCCC2)C)=O)OC (6-(4-Bromo-2-methoxyphenyl)-3-cyclohexyl-1-methyl-1,5-dihydro-4H-pyrazolo[3,4-d]pyrimidin-4-one). The reagents and catalysts are C(C)(=O)[O-].[Pd+2].C(C)(=O)[O-] (palladium(II) acetate). The solvent is C1(=CC=CC=C1)C (toluene), O (water). Yields the product C1(CCCCC1)C1=NN(C=2N=C(NC(C21)=O)C2=C(C=C(C=C2)N2CCN(CC2)C)OC)C (3-Cyclohexyl-6-[2-methoxy-4-(4-methyl-1-piperazinyl)phenyl]-1-methyl-1,5-dihydro-4H-pyrazolo[3,4-d]pyrimidin-4-one). The yield is 84.6%. RXN SMILES: [CH3:1][N:2]1[CH2:7][CH2:6][NH:5][CH2:4][CH2:3]1.CC(C)([O-])C.[Na+].C(P(C(C)(C)C)C(C)(C)C)(C)(C)C.Br[C:28]1[CH:33]=[CH:32][C:31]([C:34]2[NH:35][C:36](=[O:50])[C:37]3[C:42]([CH:43]4[CH2:48][CH2:47][CH2:46][CH2:45][CH2:44]4)=[N:41][N:40]([CH3:49])[C:38]=3[N:39]=2)=[C:30]([O:51][CH3:52])[CH:29]=1>O.C([O-])(=O)C.[Pd+2].C([O-])(=O)C.C1(C)C=CC=CC=1>[CH:43]1([C:42]2[C:37]3[C:36](=[O:50])[NH:35][C:34]([C:31]4[CH:32]=[CH:33][C:28]([N:5]5[CH2:6][CH2:7][N:2]([CH3:1])[CH2:3][CH2:4]5)=[CH:29][C:30]=4[O:51][CH3:52])=[N:39][C:38]=3[N:40]([CH3:49])[N:41]=2)[CH2:48][CH2:47][CH2:46][CH2:45][CH2:44]1 |f:1.2,6.7.8|. Procedure: In a stream of argon, 207 μl (1.87 mmol) of N-methylpiperazine, 120 mg (1.25 mmol) of sodium tert-butoxide, 12.6 mg (0.062 mmol) of tri-tert-butylphosphine, and 7.0 mg (0.031 mmol) of palladium(II) acetate were added to an 8 ml toluene solution of 260 mg (0.623 mmol) of the compound obtained in Example 26, and the mixture was heated under reflux for 5 hours. Then, the reaction mixture was brought to room temperature, diluted with water, and then extracted with ethyl acetate. The extract was drie... Starting materials: C(C)(C)(C)OC(=O)N1CCCC2=CC(=CN=C12)C=1C=NC=C(C1)COC1=CC=C(C=C1)F (6-[5-(4-Fluoro-phenoxymethyl)-pyridin-3-yl]-3,4-dihydro-2H-[1,8]naphthyridine-1-carboxylic acid tert-butyl ester), FC(C(=O)O)(F)F (trifluoroacetic acid). Solvent: C(Cl)Cl (DCM). Reaction conditions: time 16 hour. The product is FC1=CC=C(OCC=2C=C(C=NC2)C=2C=C3CCCNC3=NC2)C=C1 (6-[5-(4-Fluoro-phenoxymethyl)-pyridin-3-yl]-1,2,3,4-tetrahydro-[1,8]naphthyridine). Yield: 102.5%. Reaction SMILES: C(OC([N:8]1[C:17]2[C:12](=[CH:13][C:14]([C:18]3[CH:19]=[N:20][CH:21]=[C:22]([CH2:24][O:25][C:26]4[CH:31]=[CH:30][C:29]([F:32])=[CH:28][CH:27]=4)[CH:23]=3)=[CH:15][N:16]=2)[CH2:11][CH2:10][CH2:9]1)=O)(C)(C)C.FC(F)(F)C(O)=O>C(Cl)Cl>[F:32][C:29]1[CH:30]=[CH:31][C:26]([O:25][CH2:24][C:22]2[CH:23]=[C:18]([C:14]3[CH:13]=[C:12]4[C:17](=[N:16][CH:15]=3)[NH:8][CH2:9][CH2:10][CH2:11]4)[CH:19]=[N:20][CH:21]=2)=[CH:27][CH:28]=1. Reported procedure: 6-[5-(4-Fluoro-phenoxymethyl)-pyridin-3-yl]-3,4-dihydro-2H-[1,8]naphthyridine-1-carboxylic acid tert-butyl ester (42 mg, 0.096 mmol) is dissolved in 1.0 mL of DCM and trifluoroacetic acid (0.3 mL) is added. The mixture is stirred for 16 hrs and then the solvent is removed. The residue is dissolved in MeOH and filtered through Varian PL-HCO3 MP resin catridge to give 33 mg of 6-[5-(4-Fluoro-phenoxymethyl)-pyridin-3-yl]-1,2,3,4-tetrahydro-[1,8]naphthyridine which is used in the next step without p... The reactants are CS(C)=O, N#CCCNC1CC1, CC(=O)N1CCc2nc(Nc3ccc(-c4cnco4)cc3)nc(OS(=O)(=O)C(F)(F)F)c2C1. Product: CC(=O)N1CCc2nc(Nc3ccc(-c4cnco4)cc3)nc(N(CCC#N)C3CC3)c2C1. Reaction SMILES: [CH3:42][S:43]([CH3:44])=[O:45].[CH:34]1([NH:37][CH2:38][CH2:39][C:40]#[N:41])[CH2:35][CH2:36]1.[F:1][C:2]([F:3])([F:4])[S:5]([O:6][c:7]1[c:8]2[c:9]([n:10][c:11]([NH:13][c:14]3[cH:15][cH:16][c:17](-[c:20]4[cH:21][n:22][cH:23][o:24]4)[cH:18][cH:19]3)[n:12]1)[CH2:25][CH2:26][N:27]([C:29]([CH3:30])=[O:31])[CH2:28]2)(=[O:32])=[O:33]>>[c:7]1([N:37]([CH:34]2[CH2:35][CH2:36]2)[CH2:38][CH2:39][C:40]#[N:41])[c:8]2[c:9]([n:10][c:11]([NH:13][c:14]3[cH:15][cH:16][c:17](-[c:20]4[cH:21][n:22][cH:23][o:24]4)[cH:18][cH:19]3)[n:12]1)[CH2:25][CH2:26][N:27]([C:29]([CH3:30])=[O:31])[CH2:28]2. Starting materials: potassium t-butylate, BrCCCCCCCC=O (8-bromooctanal), [Br-].C(=O)(O)CCCCCCC[P+](C1=CC=CC=C1)(C1=CC=CC=C1)C1=CC=CC=C1 ((7-carboxyheptyl)triphenylphosphonium bromide). Solvent: O1CCCC1 (tetrahydrofuran), O1CCCC1 (tetrahydrofuran). Product: BrCCCCCCC\C=C/CCCCCCC(=O)O (8Z-16-bromohexadec-8-enoic acid). As a reaction SMILES: [Br-].[C:2]([CH2:5][CH2:6][CH2:7][CH2:8][CH2:9][CH2:10][CH2:11][P+](C1C=CC=CC=1)(C1C=CC=CC=1)C1C=CC=CC=1)([OH:4])=[O:3].[Br:31][CH2:32][CH2:33][CH2:34][CH2:35][CH2:36][CH2:37][CH2:38][CH:39]=O>O1CCCC1>[Br:31][CH2:32][CH2:33][CH2:34][CH2:35][CH2:36][CH2:37][CH2:38]/[CH:39]=[CH:11]\[CH2:10][CH2:9][CH2:8][CH2:7][CH2:6][CH2:5][C:2]([OH:4])=[O:3] |f:0.1|. Procedure: 48.5 g (0.1 mol) of (7-carboxyheptyl)triphenylphosphonium bromide were suspended in 150 ml of tetrahydrofuran. After the addition of 24.7 g (0.22 mol) of potassium t-butylate in 50 ml of tetrahydrofuran 26.4 g (0.12 mol) of 8-bromooctanal were added dropwise. After the usual work up 35.4 g of crude 8Z-16-bromohexadec-8-enoic acid were obtained having the following characteristics: Z/E=93/6; Starting materials: F[B-](F)(F)F, C1COCCN1, CCN(C(C)C)C(C)C, CC(C)N1CCC(Oc2cnc3[nH]c(C(=O)N4CCC(F)(F)CC4)cc3c2)CC1, CN(C)C=O, CN(C)C(On1nnc2ccccc21)=[N+](C)C. The product is CC(C)N1CCC(Oc2cnc3[nH]c(C(=O)N4CCOCC4)cc3c2)CC1. As a reaction SMILES: [B-:30]([F:31])([F:32])([F:33])[F:34].[CH2:52]1[NH:53][CH2:54][CH2:55][O:56][CH2:57]1.[CH:58]([N:59]([CH2:60][CH3:61])[CH:62]([CH3:63])[CH3:64])([CH3:65])[CH3:66].[F:1][C:2]1([F:29])[CH2:3][CH2:4][N:5]([C:8](=[O:9])[c:10]2[cH:11][c:12]3[c:13]([n:14][cH:15][c:16]([O:18][CH:19]4[CH2:20][CH2:21][N:22]([CH:25]([CH3:26])[CH3:27])[CH2:23][CH2:24]4)[cH:17]3)[nH:28]2)[CH2:6][CH2:7]1.[O:67]=[CH:68][N:69]([CH3:70])[CH3:71].[n:35]1([O:44][C:36]([N:37]([CH3:38])[CH3:39])=[N+:40]([CH3:41])[CH3:42])[c:43]2[cH:45][cH:46][cH:47][cH:48][c:49]2[n:50][n:51]1>>[CH2:3]1[CH2:4][N:5]([C:8](=[O:9])[c:10]2[cH:11][c:12]3[c:13]([n:14][cH:15][c:16]([O:18][CH:19]4[CH2:20][CH2:21][N:22]([CH:25]([CH3:26])[CH3:27])[CH2:23][CH2:24]4)[cH:17]3)[nH:28]2)[CH2:6][CH2:7][O:44]1.